This data is from the Open Reaction Database (ORD), a public repository of structured organic reaction records. The task is: describe an organic reaction: reactants, conditions, products, and yield Reactants: O=C([O-])O, ClCCl, COc1cccc(CCCCCCC(O)c2ncc(I)o2)c1, [Na+], [Na+], [Na+], O=S([O-])([O-])=S. Product: COc1cccc(CCCCCCC(=O)c2ncc(I)o2)c1. RXN SMILES: [C:23](=[O:24])([OH:25])[O-:26].[Cl:35][CH2:36][Cl:37].[I:1][c:2]1[cH:3][n:4][c:5]([CH:7]([CH2:8][CH2:9][CH2:10][CH2:11][CH2:12][CH2:13][c:14]2[cH:15][c:16]([O:20][CH3:21])[cH:17][cH:18][cH:19]2)[OH:22])[o:6]1.[Na+:27].[Na+:33].[Na+:34].[S:28]([O-:29])([O-:30])(=[O:31])=[S:32]>>[I:1][c:2]1[cH:3][n:4][c:5]([C:7]([CH2:8][CH2:9][CH2:10][CH2:11][CH2:12][CH2:13][c:14]2[cH:15][c:16]([O:20][CH3:21])[cH:17][cH:18][cH:19]2)=[O:22])[o:6]1. The reactants are BrC1=CC=C2OC=3C(=CC(=CC3C(C2=C1)(Cl)C=1NC=CN1)OC)F (2-(7-bromo-9-chloro-4-fluoro-2-methoxy-9H-xanthen-9-yl)-1H-imidazole), N#CN (cyanamide). Run in O1CCOCC1 (dioxane). Run at time 30 minute. Product: BrC1=CC=C2OC=3C(=CC(=CC3C3(C2=C1)N=C(N1C3=NC=C1)N)OC)F (7′-bromo-4′-fluoro-2′-methoxyspiro[imidazo[1,5-a]imidazole-7,9′-xanthen]-5-amine). Yield: 100.0%. Reaction SMILES: [Br:1][C:2]1[CH:15]=[C:14]2[C:5]([O:6][C:7]3[C:8]([F:24])=[CH:9][C:10]([O:22][CH3:23])=[CH:11][C:12]=3[C:13]2([C:17]2[NH:18][CH:19]=[CH:20][N:21]=2)Cl)=[CH:4][CH:3]=1.[N:25]#[C:26][NH2:27]>O1CCOCC1>[Br:1][C:2]1[CH:15]=[C:14]2[C:5]([O:6][C:7]3[C:8]([F:24])=[CH:9][C:10]([O:22][CH3:23])=[CH:11][C:12]=3[C:13]32[C:17]2=[N:18][CH:19]=[CH:20][N:21]2[C:26]([NH2:27])=[N:25]3)=[CH:4][CH:3]=1. Procedure: To 2-(7-bromo-9-chloro-4-fluoro-2-methoxy-9H-xanthen-9-yl)-1H-imidazole (10 g, 24.41 mmol) was added a solution of cyanamide (1.539 g, 36.6 mmol) in dioxane (244 mL). The solution was stirred at RT for 30 minutes. The solution was then heated at reflux for 6 hrs until only a product peak was seen by LCMS. The solution was concentrated under vacuum. The solution was quenched with 500 ml of saturated sodium bicarbonate and 500 ml of water, and sonicated for 30 minutes. The product was then collect... The reactants are FC1=C(C=CC(=C1)F)[C@]([C@H](C(=S)N)C)(CN1N=CN=C1)O ((2R,3R)-3-(2,4-difluorophenyl)-3-hydroxy-2-methyl-4-(1H-1,2,4-triazol-1-yl)thiobutyramide), BrCC(=O)C1=CC=C(C=C1)C=1N=NSC1 (2-bromo-1-[4-(1,2,3-thiadiazol-4-yl)phenyl]ethanone). The solvent is C(C)#N (acetonitrile), C(C)(=O)OCC (ethyl acetate). Run at time 1 hour. The product is FC1=C(C=CC(=C1)F)[C@@](CN1N=CN=C1)([C@@H](C)C=1SC=C(N1)C1=CC=C(C=C1)C=1N=NSC1)O ((2R,3R)-2-(2,4-difluorophenyl)-3-{4-[4-(1,2,3-thiadiazol-4-yl)phenyl]thiazol-2-yl}-1-(1H-1,2,4-triazol-1-yl)butan-2-ol). The yield is 45.0%. Reaction SMILES: [F:1][C:2]1[CH:7]=[C:6]([F:8])[CH:5]=[CH:4][C:3]=1[C@@:9]([OH:21])([CH2:15][N:16]1[CH:20]=[N:19][CH:18]=[N:17]1)[C@@H:10]([CH3:14])[C:11]([NH2:13])=[S:12].Br[CH2:23][C:24]([C:26]1[CH:31]=[CH:30][C:29]([C:32]2[N:33]=[N:34][S:35][CH:36]=2)=[CH:28][CH:27]=1)=O>C(#N)C.C(OCC)(=O)C>[F:1][C:2]1[CH:7]=[C:6]([F:8])[CH:5]=[CH:4][C:3]=1[C@:9]([OH:21])([C@H:10]([C:11]1[S:12][CH:23]=[C:24]([C:26]2[CH:27]=[CH:28][C:29]([C:32]3[N:33]=[N:34][S:35][CH:36]=3)=[CH:30][CH:31]=2)[N:13]=1)[CH3:14])[CH2:15][N:16]1[CH:20]=[N:19][CH:18]=[N:17]1. Procedure: A mixture of (2R,3R)-3-(2,4-difluorophenyl)-3-hydroxy-2-methyl-4-(1H-1,2,4-triazol-1-yl)thiobutyramide (19.7 mg) and 2-bromo-1-[4-(1,2,3-thiadiazol-4-yl)phenyl]ethanone (27.4 mg) in acetonitrile (3.0 ml) was stirred at room temperature for 1.0 hour. The solution was diluted with ethyl acetate (10 ml), washed with saturated sodium hydrogen carbonate solution (5 ml) and brine (5 ml), dried over anhydrous sodium sulfate, then concentrated in vacuo. The mixture was purified by silica gel column chro...